Dataset: the Open Reaction Database (ORD), a public repository of structured organic reaction records. Task: describe an organic reaction: reactants, conditions, products, and yield The reactants are CO, [Na+], COC(=O)c1coc(CN2C(=O)C3(COc4cc5c(cc43)CCO5)c3ccccc32)n1, [OH-], O. Yields the product O=C(O)c1coc(CN2C(=O)C3(COc4cc5c(cc43)CCO5)c3ccccc32)n1. RXN SMILES: [CH3:35][OH:36].[Na+:33].[O:1]=[C:2]1[N:3]([CH2:22][c:23]2[o:24][cH:25][c:26]([C:28](=[O:29])[O:30][CH3:31])[n:27]2)[c:4]2[cH:5][cH:6][cH:7][cH:8][c:9]2[C:10]12[c:11]1[c:12]([cH:15][c:16]3[c:20]([cH:21]1)[CH2:19][CH2:18][O:17]3)[O:13][CH2:14]2.[OH-:32].[OH2:34]>>[O:1]=[C:2]1[N:3]([CH2:22][c:23]2[o:24][cH:25][c:26]([C:28](=[O:29])[OH:30])[n:27]2)[c:4]2[cH:5][cH:6][cH:7][cH:8][c:9]2[C:10]12[c:11]1[c:12]([cH:15][c:16]3[c:20]([cH:21]1)[CH2:19][CH2:18][O:17]3)[O:13][CH2:14]2. Reactants: O=[O+][O-] (ozone), CSC (methyl sulfide), C(=C)C=1C=C(C(=O)O)C=CN1 (2-vinyl-isonicotinic acid). The solvent is CO.C(Cl)Cl (methanol DCM). The product is C(=O)C=1C=C(C(=O)O)C=CN1 (2-Formyl-isonicotinic acid). RXN SMILES: [CH:1]([C:3]1[CH:4]=[C:5]([CH:9]=[CH:10][N:11]=1)[C:6]([OH:8])=[O:7])=C.[O:12]=[O+][O-].CSC>CO.C(Cl)Cl>[CH:1]([C:3]1[CH:4]=[C:5]([CH:9]=[CH:10][N:11]=1)[C:6]([OH:8])=[O:7])=[O:12] |f:3.4|. Reported procedure: A solution of 2-vinyl-isonicotinic acid in methanol/DCM 1/1 was cooled to −78° C. and ozone bubbled through it until the solution becomes blue. A stream of nitrogen is then passed through to remove the ozone excess and 1.5 equivalent of methyl sulfide added. The solution was allowed to warm up to room temperature and was concentrated. The product (iic) was then purified by silica flash chromatography. Reactants: FC=1C=[N+](C2=CC=CC=C2C1[N+](=O)[O-])[O-] (3-Fluoro-4-nitroquinoline-1-oxide), ( b ), BrC=1C=NC2=CC(=CC=C2C1)Cl (3-bromo-7-chloroquinoline), COC1=CC=C(C=C1)O (4-methoxyphenol), BrC(C(=O)OCC)C (ethyl 2-bromopropionate), ( c ). Product: ClC1=CC=C2C=C(C=NC2=C1)OC1=CC=C(OC(C(=O)OCC)C)C=C1 (Ethyl 2-{4-[(7-chloroquinolin-3-yl)oxy]phenoxy}propionate). Procedure: Ethyl 2-{4-[(7-chloroquinolin-3-yl)oxy]phenoxy}propionate (5) was prepared from 3-bromo-7-chloroquinoline, 4-methoxyphenol and ethyl 2-bromopropionate following essentially the same procedure as that described in Example 1 parts (a), (b) and (c). The product, a pale yellow oil, was characterized by its proton magnetic resonance spectrum. Pmr spectrum (CDCl3 ; δ in ppm): 9.75 (1H, d); 8.06 (1H, bs); 7.41 (3H, m); 7.00 (4H, s); 4.75 (1H, q); 4.21 (2H, q); 1.62 (3H, d); 1.27 (3H, t). RXN SMILES: Br[C:2]1[CH:3]=[N:4][C:5]2[C:10]([CH:11]=1)=[CH:9][CH:8]=[C:7]([Cl:12])[CH:6]=2.C[O:14][C:15]1[CH:20]=[CH:19][C:18]([OH:21])=[CH:17][CH:16]=1.Br[CH:23]([CH3:29])[C:24]([O:26][CH2:27][CH3:28])=[O:25].FC1C=[N+]([O-])C2C(C=1[N+]([O-])=O)=CC=CC=2>>[Cl:12][C:7]1[CH:6]=[C:5]2[C:10]([CH:11]=[C:2]([O:14][C:15]3[CH:20]=[CH:19][C:18]([O:21][CH:23]([CH3:29])[C:24]([O:26][CH2:27][CH3:28])=[O:25])=[CH:17][CH:16]=3)[CH:3]=[N:4]2)=[CH:9][CH:8]=1. Reactants: P(=O)(O)(O)O[C@@H]1[C@H](O)[C@@H](O)[C@H](O)[C@H](O1)CO (α-glucose 1-phosphate), C(CN(CC(=O)O)CC(=O)[O-])N(CC(=O)O)CC(=O)[O-].[Na+].[Na+] (Na2EDTA), solution, C1=CC(=C[N+](=C1)[C@H]2[C@@H]([C@@H]([C@H](O2)COP(=O)(O)OP(=O)(O)OC[C@@H]3[C@H]([C@H]([C@@H](O3)N4C=NC5=C4N=CN=C5N)OP(=O)(O)O)O)O)O)C(=O)N (NADP+), [Cl-].[Mg+2].[Cl-] (magnesium chloride), C([C@@H]1[C@H]([C@@H]([C@H]([C@H](O1)OP(=O)(O)O)O)O)O)OP(=O)(O)O (glucose 1,6-diphosphate), 31, 35, P(=O)(O)(O)OC[C@H]([C@H]([C@@H]([C@H](C=O)O)O)O)O (glucose 6-phosphate), sample solution, solution. The solvent is P(=O)([O-])([O-])[O-].[K+].[K+].[K+] (potassium phosphate). Reaction conditions: time 30 minute. Yields the product C=1N=C(C2=C(N1)N(C=N2)[C@H]3[C@@H]([C@@H]([C@H](O3)COP(=O)(O)OP(=O)(O)OC[C@@H]4[C@H]([C@H]([C@@H](O4)N5C=CCC(=C5)C(=O)N)O)O)O)OP(=O)(O)O)N (NADPH). As a reaction SMILES: P(O[C@H]1O[C@H](CO)[C@@H](O)[C@H](O)[C@H]1O)(O)(O)=O.C(N(CC([O-])=O)CC(O)=O)CN(CC([O-])=O)CC(O)=O.[Na+].[Na+].[CH:39]1[CH:44]=[N+:43]([C@@H:45]2[O:49][C@H:48]([CH2:50][O:51][P:52]([O:55][P:56]([O:59][CH2:60][C@H:61]3[O:65][C@@H:64]([N:66]4[C:70]5[N:71]=[CH:72][N:73]=[C:74]([NH2:75])[C:69]=5[N:68]=[CH:67]4)[C@H:63]([O:76][P:77]([OH:80])([OH:79])=[O:78])[C@@H:62]3[OH:81])([OH:58])=[O:57])([OH:54])=[O:53])[C@@H:47]([OH:82])[C@H:46]2[OH:83])[CH:42]=[C:41]([C:84]([NH2:86])=[O:85])[CH:40]=1.[Cl-].[Mg+2].[Cl-].C(OP(O)(O)=O)[C@H]1O[C@H](OP(O)(O)=O)[C@H](O)[C@@H](O)[C@@H]1O.P(OC[C@@H](O)[C@@H](O)[C@H](O)[C@@H](O)C=O)(O)(O)=O>P([O-])([O-])([O-])=O.[K+].[K+].[K+]>[CH:72]1[N:73]=[C:74]([NH2:75])[C:69]2[N:68]=[CH:67][N:66]([C@@H:64]3[O:65][C@H:61]([CH2:60][O:59][P:56]([O:55][P:52]([O:51][CH2:50][C@H:48]4[O:49][C@@H:45]([N:43]5[CH:42]=[C:41]([C:84]([NH2:86])=[O:85])[CH2:40][CH:39]=[CH:44]5)[C@H:46]([OH:83])[C@@H:47]4[OH:82])([OH:54])=[O:53])([OH:58])=[O:57])[C@@H:62]([OH:81])[C@H:63]3[O:76][P:77]([OH:80])([OH:79])=[O:78])[C:70]=2[N:71]=1 |f:1.2.3,5.6.7,10.11.12.13|. Reported procedure: The concentration of α-glucose 1-phosphate is determined according to the following procedure: 17.1 mg of Na2EDTA is dissolved in 47 mM potassium phosphate buffer (pH 7.0) to prepare 100 ml of a solution. A mixture of 2.5 ml of the solution, 100 μl of a 14.8 mM NADP+ solution, 100 μl of a 26 mM magnesium chloride solution, 100 μl of a 1.34 mM glucose 1,6-diphosphate solution, 50 μl of a 31 unit/ml phosphoglucomutase solution, 50 μl of a 35 unit/ml glucose 6-phosphate dehydrogenase solution, and ...